This data is from the Open Reaction Database (ORD), a public repository of structured organic reaction records. The task is: describe an organic reaction: reactants, conditions, products, and yield Reactants: 4A, ClC(C(=O)OC)(F)Cl (methyl dichloro-fluoroacetate), C(C)OC1=CC=C(C=C1)C1(CC1)C=O (1-(4-ethoxyphenyl)-1-formylcyclopropane), C(C)(=O)OC(C)=O (acetic anhydride). Reagents/catalysts: [Zn] (zinc), [Cu]Cl (copper (I) chloride). The solvent is O1CCCC1 (tetrahydrofuran). The product is C(C)OC1=CC=C(C=C1)C1(CC1)C=C(C(=O)OC)F (1-(4-Ethoxyphenyl)-1-(2-fluoro-2-(methoxycarbonyl)ethenyl)cyclopropane). Yield: 62.7%. Reaction SMILES: [CH2:1]([O:3][C:4]1[CH:9]=[CH:8][C:7]([C:10]2([CH:13]=O)[CH2:12][CH2:11]2)=[CH:6][CH:5]=1)[CH3:2].C(OC(=O)C)(=O)C.Cl[C:23](Cl)([F:28])[C:24]([O:26][CH3:27])=[O:25]>[Zn].[Cu]Cl.O1CCCC1>[CH2:1]([O:3][C:4]1[CH:5]=[CH:6][C:7]([C:10]2([CH:13]=[C:23]([F:28])[C:24]([O:26][CH3:27])=[O:25])[CH2:11][CH2:12]2)=[CH:8][CH:9]=1)[CH3:2]. Procedure details: The method of Example 1 was repeated using zinc powder (4.1 g), copper (I) chloride (0.63 g), molecular sieve 4A (4.2 g), tetrahydrofuran (72 ml), 1-(4-ethoxyphenyl)-1-formylcyclopropane (4.7 g), acetic anhydride (2.6 ml) and methyl dichloro-fluoroacetate (3.3 g) to yield the title compound (3.4 g, 52%). The reactants are C(C)(C)=C(C(=O)OCC)C#N (ethyl isopropylidenecyanoacetate), COC(N(C)C)OC (N.N-dimethylformamide dimethyl acetal). The solvent is C(C)O (ethanol). Product: C(#N)C(C(=O)OCC)=C(C=CN(C)C)C (ethyl 2-cyano-5-(N,N-dimethylamino)-3-methyl-2,4-pentadienoate). Isolated yield 71.0%. RXN SMILES: [C:1](=[C:4]([C:10]#[N:11])[C:5]([O:7][CH2:8][CH3:9])=[O:6])([CH3:3])[CH3:2].CO[CH:14](OC)[N:15]([CH3:17])[CH3:16]>C(O)C>[C:10]([C:4](=[C:1]([CH3:2])[CH:3]=[CH:14][N:15]([CH3:17])[CH3:16])[C:5]([O:7][CH2:8][CH3:9])=[O:6])#[N:11]. Procedure details: A mixture of 127.7 g (0.839 mole) of ethyl isopropylidenecyanoacetate (4) and 100 g (0.839 mole) of N.N-dimethylformamide dimethyl acetal in 500 mL of ethanol was refluxed for 24 hours. The ethanol was removed under reduced pressure to give 124 g (100%) of a dark oil.